From a dataset of the Open Reaction Database (ORD), a public repository of structured organic reaction records. describe an organic reaction: reactants, conditions, products, and yield Starting materials: FC=1C=C(COC2=C(C=C(C=C2)NC2=NC=NC3=CC=C(C=C23)C2=CC=C(O2)C=O)Cl)C=CC1 (5-(4-(4-(3-fluorobenzyloxy)-3-chlorophenylamino)quinazolin-6-yl)furan-2-carbaldehyde), C(C)(=O)O[BH-](OC(C)=O)OC(C)=O.[Na+] (sodium triacetoxyborohydride), CP(=O)(C)CN1CCNCC1 (1-((dimethylphosphinoyl)methyl)piperazine). Reagents/catalysts: C(C)(=O)O (acetic acid). The solvent is ClCCl (dichloromethane). Product: FC=1C=C(COC2=C(C=C(C=C2)NC2=NC=NC3=CC=C(C=C23)C=2OC(=CC2)CN2CCN(CC2)CP(=O)(C)C)Cl)C=CC1 (N-(4-(3-fluorobenzyloxy)-3-chlorophenyl)-6-(5-((4-((dimethylphosphinoyl)-methyl)piperazin-1-yl)methyl)furan-2-yl)quinazolin-4-amine). Reaction SMILES: [F:1][C:2]1[CH:3]=[C:4]([CH:32]=[CH:33][CH:34]=1)[CH2:5][O:6][C:7]1[CH:12]=[CH:11][C:10]([NH:13][C:14]2[C:23]3[C:18](=[CH:19][CH:20]=[C:21]([C:24]4[O:28][C:27]([CH:29]=O)=[CH:26][CH:25]=4)[CH:22]=3)[N:17]=[CH:16][N:15]=2)=[CH:9][C:8]=1[Cl:31].[CH3:35][P:36]([CH2:39][N:40]1[CH2:45][CH2:44][NH:43][CH2:42][CH2:41]1)([CH3:38])=[O:37].C(O[BH-](OC(=O)C)OC(=O)C)(=O)C.[Na+]>ClCCl.C(O)(=O)C>[F:1][C:2]1[CH:3]=[C:4]([CH:32]=[CH:33][CH:34]=1)[CH2:5][O:6][C:7]1[CH:12]=[CH:11][C:10]([NH:13][C:14]2[C:23]3[C:18](=[CH:19][CH:20]=[C:21]([C:24]4[O:28][C:27]([CH2:29][N:43]5[CH2:42][CH2:41][N:40]([CH2:39][P:36]([CH3:38])([CH3:35])=[O:37])[CH2:45][CH2:44]5)=[CH:26][CH:25]=4)[CH:22]=3)[N:17]=[CH:16][N:15]=2)=[CH:9][C:8]=1[Cl:31] |f:2.3|. Procedure: 5-(4-(4-(3-fluorobenzyloxy)-3-chlorophenylamino)quinazolin-6-yl)furan-2-carbaldehyde and 1-((dimethylphosphinoyl)methyl)piperazine were suspended in dichloromethane (20 mL). Sequentially, acetic acid (3 drops) and sodium triacetoxyborohydride (2 equiv.) were added at room temperature. The mixture was stirred at room temperature until the starting material disappeared. The reaction was quenched with 2N NaOH aqueous solution and extracted with dichloromethane. The combined organic layer and extrac...